This data is from the Open Reaction Database (ORD), a public repository of structured organic reaction records. The task is: describe an organic reaction: reactants, conditions, products, and yield Reactants: CCCCO, COc1ccc(CN)c(OC)c1, CCN(C(C)C)C(C)C, CC1(C)OC2C(CN=[N+]=[N-])CC(n3cnc4c(Cl)ncnc43)C2O1. Yields the product COc1ccc(CNc2ncnc3c2ncn3C2CC(CN=[N+]=[N-])C3OC(C)(C)OC32)c(OC)c1. As a reaction SMILES: [CH2:46]([OH:47])[CH2:48][CH2:49][CH3:50].[CH3:25][O:26][c:27]1[c:28]([CH2:35][NH2:36])[cH:29][cH:30][c:31]([O:33][CH3:34])[cH:32]1.[CH:37]([N:38]([CH2:39][CH3:40])[CH:41]([CH3:42])[CH3:43])([CH3:44])[CH3:45].[N:1](=[N+:2]=[N-:3])[CH2:4][CH:5]1[CH2:6][CH:7]([n:15]2[c:16]3[n:17][cH:18][n:19][c:20]([Cl:24])[c:21]3[n:22][cH:23]2)[CH:8]2[CH:9]1[O:10][C:11]([CH3:13])([CH3:14])[O:12]2>>[N:1](=[N+:2]=[N-:3])[CH2:4][CH:5]1[CH2:6][CH:7]([n:15]2[c:16]3[n:17][cH:18][n:19][c:20]([NH:36][CH2:35][c:28]4[c:27]([O:26][CH3:25])[cH:32][c:31]([O:33][CH3:34])[cH:30][cH:29]4)[c:21]3[n:22][cH:23]2)[CH:8]2[CH:9]1[O:10][C:11]([CH3:13])([CH3:14])[O:12]2.